From a dataset of the Open Reaction Database (ORD), a public repository of structured organic reaction records. describe an organic reaction: reactants, conditions, products, and yield The reactants are CC(=O)SCCC(=O)N1CC(O)(CCCc2ccccc2)CC1C(=O)O, N. Yields the product O=C(O)C1CC(O)(CCCc2ccccc2)CN1C(=O)CCS. Reaction SMILES: [C:1](=[O:2])([CH3:3])[S:4][CH2:5][CH2:6][C:7](=[O:8])[N:9]1[CH:10]([C:11](=[O:12])[OH:13])[CH2:14][C:15]([CH2:17][CH2:18][CH2:19][c:20]2[cH:21][cH:22][cH:23][cH:24][cH:25]2)([OH:26])[CH2:16]1.[NH3:27]>>[SH:4][CH2:5][CH2:6][C:7](=[O:8])[N:9]1[CH:10]([C:11](=[O:12])[OH:13])[CH2:14][C:15]([CH2:17][CH2:18][CH2:19][c:20]2[cH:21][cH:22][cH:23][cH:24][cH:25]2)([OH:26])[CH2:16]1. Reactants: Cl.ClC1=CC=C(C=C1)CN(N)C1=CC=C(C=C1)F (1-[(4-chlorophenyl)methyl]-1-(4-fluorophenyl)hydrazine hydrochloride), CC(CC(=O)O)C(CCC)=O (3-methyl-4-oxoheptanoic acid). Run in C(C)(C)O (isopropanol). Yields the product CC(CC(=O)O)CC=1N(C2=CC=C(C=C2C1C)F)CC1=CC=C(C=C1)Cl (3-Methyl-4-[1-p-chlorobenzyl-5-fluoro-3-methylindol-2-yl]butanoic acid). Reaction SMILES: Cl.[Cl:2][C:3]1[CH:8]=[CH:7][C:6]([CH2:9][N:10]([C:12]2[CH:17]=[CH:16][C:15]([F:18])=[CH:14][CH:13]=2)N)=[CH:5][CH:4]=1.[CH3:19][CH:20]([C:25](=O)[CH2:26][CH2:27][CH3:28])[CH2:21][C:22]([OH:24])=[O:23]>C(O)(C)C>[CH3:19][CH:20]([CH2:25][C:26]1[N:10]([CH2:9][C:6]2[CH:7]=[CH:8][C:3]([Cl:2])=[CH:4][CH:5]=2)[C:12]2[C:17]([C:27]=1[CH3:28])=[CH:16][C:15]([F:18])=[CH:14][CH:13]=2)[CH2:21][C:22]([OH:24])=[O:23] |f:0.1|. Reported procedure: Following the method of Example 2, but using 1-[(4-chlorophenyl)methyl]-1-(4-fluorophenyl)hydrazine hydrochloride and 3-methyl-4-oxoheptanoic acid as the starting materials and isopropanol as the solvent, the title compound was prepared. Starting materials: C1OC=2C=C(CCN)C=CC2O1 (3,4-methylenedioxyphenethylamine), ClC=1C2=C(N=C(N1)C1=CC=NO1)SC=C2C (4-chloro-2-(isoxazol-5-yl)-5-methyl-thieno-[2,3-d]-pyrimidine). The product is O1N=CC=C1C=1N=C(C2=C(N1)SC=C2C)NCCC2=CC1=C(C=C2)OCO1 (2-(isoxazol-5-yl)-4-(3,4-methylenedioxyphenethylamino)-5-methyl-thieno-[2,3-d]-pyrimidine). As a reaction SMILES: [CH2:1]1[O:12][C:11]2[CH:10]=[CH:9][C:5]([CH2:6][CH2:7][NH2:8])=[CH:4][C:3]=2[O:2]1.Cl[C:14]1[C:15]2[C:27]([CH3:28])=[CH:26][S:25][C:16]=2[N:17]=[C:18]([C:20]2[O:24][N:23]=[CH:22][CH:21]=2)[N:19]=1>>[O:24]1[C:20]([C:18]2[N:19]=[C:14]([NH:8][CH2:7][CH2:6][C:5]3[CH:9]=[CH:10][C:11]4[O:12][CH2:1][O:2][C:3]=4[CH:4]=3)[C:15]3[C:27]([CH3:28])=[CH:26][S:25][C:16]=3[N:17]=2)=[CH:21][CH:22]=[N:23]1. Procedure: With the procedure of Example 1, the reaction of 3,4-methylenedioxyphenethylamine with 4-chloro-2-(isoxazol-5-yl)-5-methyl-thieno-[2,3-d]-pyrimidine yields 2-(isoxazol-5-yl)-4-(3,4-methylenedioxyphenethylamino)-5-methyl-thieno-[2,3-d]-pyrimidine. The reactants are CC(C)CC(C(=O)Nc1ccn(CC2COC(C)(C)N2C(=O)OC(C)(C)C)n1)N1CC(Oc2ccccc2Cl)=CC1=O, CCOCC, Cl. Product: CC(C)CC(C(=O)Nc1ccn(CC(N)CO)n1)N1CC(Oc2ccccc2Cl)=CC1=O. Reaction SMILES: [C:2]([O:3][C:4](=[O:8])[N:9]1[C:5]([CH3:6])([CH3:7])[O:11][CH2:12][CH:13]1[CH2:14][n:15]1[n:16][c:17]([NH:20][C:21]([CH:22]([CH2:23][CH:24]([CH3:25])[CH3:26])[N:27]2[C:28](=[O:40])[CH:29]=[C:30]([O:32][c:33]3[c:34]([Cl:39])[cH:35][cH:36][cH:37][cH:38]3)[CH2:31]2)=[O:41])[cH:18][cH:19]1)([CH3:10])([CH3:42])[CH3:43].[CH3:44][CH2:45][O:46][CH2:47][CH3:48].[ClH:1]>>[NH2:9][CH:13]([CH2:12][OH:11])[CH2:14][n:15]1[n:16][c:17]([NH:20][C:21]([CH:22]([CH2:23][CH:24]([CH3:25])[CH3:26])[N:27]2[C:28](=[O:40])[CH:29]=[C:30]([O:32][c:33]3[c:34]([Cl:39])[cH:35][cH:36][cH:37][cH:38]3)[CH2:31]2)=[O:41])[cH:18][cH:19]1. Reactants: CCO, CC(C)c1cccc(N)c1, N#Cc1cnc2ccc([N+](=O)[O-])cc2c1Cl. Yields the product CC(C)c1cccc(Nc2c(C#N)cnc3ccc([N+](=O)[O-])cc23)c1. As a reaction SMILES: [CH3:27][CH2:28][OH:29].[CH:17]([CH3:18])([CH3:19])[c:20]1[cH:21][c:22]([NH2:23])[cH:24][cH:25][cH:26]1.[Cl:1][c:2]1[c:3]([C:15]#[N:16])[cH:4][n:5][c:6]2[cH:7][cH:8][c:9]([N+:12](=[O:13])[O-:14])[cH:10][c:11]12>>[c:2]1([NH:23][c:22]2[cH:21][c:20]([CH:17]([CH3:18])[CH3:19])[cH:26][cH:25][cH:24]2)[c:3]([C:15]#[N:16])[cH:4][n:5][c:6]2[cH:7][cH:8][c:9]([N+:12](=[O:13])[O-:14])[cH:10][c:11]12. The reactants are CC1=CC=2C3=C(NC2C=C1)C1CCN(C3)CC1 (9-methyl-3,4,5,6-tetrahydro-1H-2,5-ethanoazepino[4,3-b]indole), CC=1N=NC(=CC1)C=C (3-methyl-6-vinylpyridazine). Yields the product CC1=CC=2C3=C(N(C2C=C1)CCC=1N=NC(=CC1)C)C1CCN(C3)CC1 (9-methyl-6-[2-(6-methylpyridazin-3-yl)ethyl]-3,4,5,6-tetrahydro-1H-2,5-ethanoazepino[4,3-b]indole). Reaction SMILES: [CH3:1][C:2]1[CH:10]=[CH:9][C:8]2[NH:7][C:6]3[CH:11]4[CH2:17][CH2:16][N:14]([CH2:15][C:5]=3[C:4]=2[CH:3]=1)[CH2:13][CH2:12]4.[CH3:18][C:19]1[N:20]=[N:21][C:22]([CH:25]=[CH2:26])=[CH:23][CH:24]=1>>[CH3:1][C:2]1[CH:10]=[CH:9][C:8]2[N:7]([CH2:26][CH2:25][C:22]3[N:21]=[N:20][C:19]([CH3:18])=[CH:24][CH:23]=3)[C:6]3[CH:11]4[CH2:12][CH2:13][N:14]([CH2:15][C:5]=3[C:4]=2[CH:3]=1)[CH2:16][CH2:17]4. Procedure details: Under nitrogen, 9-methyl-3,4,5,6-tetrahydro-1H-2,5-ethanoazepino[4,3-b]indole (260 mg, 1.15 mmol, Example 2B), was coupled with 3-methyl-6-vinylpyridazine (280 mg, 1.86 mmol, Example 148B) according to the procedure described in Example 1B to give the title compound: 1H NMR (300 MHz, CDCl3) δ ppm 1.65-1.76 (m, 2H) 1.85-1.95 (m, 2H) 2.43 (s, 3H) 2.67 (s, 3H) 2.96-3.09 (m, 3H) 3.17-3.25 (m, 2H) 3.30 (t, J=7.1 Hz, 2H) 4.23 (s, 2H) 4.55 (t, J=7.1 Hz, 2H) 6.82 (d, J=8.5 Hz, 1H) 6.96 (dd, J=8.3, 1.2 H...